Dataset: the Open Reaction Database (ORD), a public repository of structured organic reaction records. Task: describe an organic reaction: reactants, conditions, products, and yield The reactants are C(C)OC(=O)C=1C=NC2=C(C=CC=C2C1NC1CCCC1)OC (4-cyclopentylamino-8-methoxy-quinoline-3-carboxylic acid ethyl ester), N(=C=O)C1=CC(=CC=C1)C (1-isocyanato-3-methyl-benzene). Product: C1(CCCC1)N1C(N(C(C=2C=NC=3C(=CC=CC3C21)OC)=O)C=2C=C(C=CC2)C)=O (1-Cyclopentyl-7-methoxy-3-m-tolyl-1H-pyrimido[5,4-c]quinoline-2,4-dione). Isolated yield 72.2%. Reaction SMILES: C(O[C:4]([C:6]1[CH:7]=[N:8][C:9]2[C:14]([C:15]=1[NH:16][CH:17]1[CH2:21][CH2:20][CH2:19][CH2:18]1)=[CH:13][CH:12]=[CH:11][C:10]=2[O:22][CH3:23])=[O:5])C.[N:24]([C:27]1[CH:32]=[CH:31][CH:30]=[C:29]([CH3:33])[CH:28]=1)=[C:25]=[O:26]>>[CH:17]1([N:16]2[C:15]3[C:14]4[CH:13]=[CH:12][CH:11]=[C:10]([O:22][CH3:23])[C:9]=4[N:8]=[CH:7][C:6]=3[C:4](=[O:5])[N:24]([C:27]3[CH:28]=[C:29]([CH3:33])[CH:30]=[CH:31][CH:32]=3)[C:25]2=[O:26])[CH2:21][CH2:20][CH2:19][CH2:18]1. Procedure details: 1-Cyclopentyl-7-methoxy-3-m-tolyl-1H-pyrimido[5,4-c]quinoline-2,4-dione (29 mg) was prepared from 4-cyclopentylamino-8-methoxy-quinoline-3-carboxylic acid ethyl ester (0.1 mmol) and 1-isocyanato-3-methyl-benzene (0.5 mmol) following general procedure C. LCMS: m/z 402 [M+1]+. 1H NMR (400 MHz, CDCl3): δ 9.46 (s, 1H), 7.77 (d, 1H), 7.53 (t, 1H), 7.46 (d, 1H), 7.32 (s, 1H), 7.16 (d, 1H), 7.14 (d, 1H), 6.83 (d, 1H), 5.06 (p, 1H), 4.12 (s, 3H), 2.41 (m, 2H), 2.32 (s, 3H), 1.98 (m, 4H), 1.32 (m, 2H) pp... Starting materials: O.O.O.O.O.O.O.O.O.O.S(=O)(=O)([O-])[O-].[Na+].[Na+] (sodium sulphate decahydrate), S(=O)(=O)([O-])[O-].[Na+].[Na+] (sodium sulphate), COC([C@H]1N(C[C@@H](C1)O[Si](C)(C)C(C)(C)C)C(=O)OC(C)(C)C)=O (N-t-butoxycarbonyl-4-(R)-t-butyldimethylsilyloxy proline methyl ester), [H-].[Al+3].[Li+].[H-].[H-].[H-] (lithium aluminum hydride), solution. Solvent: CCOC(=O)C (EtOAc), C1CCOC1 (THF), C1CCOC1 (THF). Run at time 50 minute. Yields the product C(C)(C)(C)OC(=O)N1[C@@H](C[C@H](C1)O[Si](C)(C)C(C)(C)C)CO (N-t-Butoxycarbonyl-4(R)-t-butyldimethylsilyloxy-2(S)-hydroxymethylpyrrolidine). Reaction SMILES: C[O:2][C:3](=O)[C@@H:4]1[CH2:8][C@@H:7]([O:9][Si:10]([C:13]([CH3:16])([CH3:15])[CH3:14])([CH3:12])[CH3:11])[CH2:6][N:5]1[C:17]([O:19][C:20]([CH3:23])([CH3:22])[CH3:21])=[O:18].[H-].[Al+3].[Li+].[H-].[H-].[H-].O.O.O.O.O.O.O.O.O.O.S([O-])([O-])(=O)=O.[Na+].[Na+].S([O-])([O-])(=O)=O.[Na+].[Na+]>C1COCC1.CCOC(C)=O>[C:20]([O:19][C:17]([N:5]1[CH2:6][C@H:7]([O:9][Si:10]([C:13]([CH3:16])([CH3:15])[CH3:14])([CH3:12])[CH3:11])[CH2:8][C@H:4]1[CH2:3][OH:2])=[O:18])([CH3:23])([CH3:22])[CH3:21] |f:1.2.3.4.5.6,7.8.9.10.11.12.13.14.15.16.17.18.19,20.21.22|. Reported procedure: A solution of N-t-butoxycarbonyl-4-(R)-t-butyldimethylsilyloxy proline methyl ester (86.65 g, 241 mmol), in THF (150 ml), was added over 90 minutes to a solution of lithium aluminum hydride (247 ml of a 1M solution in THF, 247 mmol), under argon, so that the temperature did not exceed 12° C. Stirring was continued for 50 mins and then EtOAc (500 ml) was added cautiously, followed by sodium sulphate decahydrate (34 g), and the resulting mixture stirred for 16 hrs at room temperature. Anhydrous so...